This data is from the Open Reaction Database (ORD), a public repository of structured organic reaction records. The task is: describe an organic reaction: reactants, conditions, products, and yield The reactants are [OH-].[Na+] (sodium hydroxide), CC(C=C)O (3-buten-2-ol), BrCC(=O)OC(C)(C)C (tert-Butyl bromoacetate). The reagents and catalysts are S(=O)(=O)(O)[O-].C(CCC)[N+](CCCC)(CCCC)CCCC (tetrabutylammonium hydrogen sulfate). The solvent is C1(=CC=CC=C1)C (toluene). Conditions: temperature 2.5 celsius. Product: CC(C=C)OCC(=O)OC(C)(C)C (tert-Butyl 2-(but-3-en-2-yloxy)acetate). Reaction SMILES: [OH-].[Na+].[CH3:3][CH:4]([OH:7])[CH:5]=[CH2:6].Br[CH2:9][C:10]([O:12][C:13]([CH3:16])([CH3:15])[CH3:14])=[O:11]>S([O-])(O)(=O)=O.C([N+](CCCC)(CCCC)CCCC)CCC.C1(C)C=CC=CC=1>[CH3:3][CH:4]([O:7][CH2:9][C:10]([O:12][C:13]([CH3:16])([CH3:15])[CH3:14])=[O:11])[CH:5]=[CH2:6] |f:0.1,4.5|. Procedure details: A reactor was charged with tetrabutylammonium hydrogen sulfate (0.17 Wt, 0.10 eq) and toluene (2.6 Wt, 3.0 V). The mixture was stirred and cooled to 0-5° C. While maintaining the internal temperature below 10° C., 50 wt % aqueous sodium hydroxide (4.5 wt, 3.0 V, 10.5 eq; 50% wt sodium hydroxide made from 2.25 wt of sodium hydroxide and 2.25 wt of water) was added, followed by 3-buten-2-ol (0.45 Wt, 0.53 V, 1.20 eq). The mixture was stirred at 0-10° C. for 15 minutes. tert-Butyl bromoacetate (1.0... Reactants: O (Water), C1(CC1)N(S(=O)(=O)C1=CC(=CC=C1)C(F)(F)F)C1CCNCC1 (N-cyclopropyl-N-(4-piperidinyl)-3-(trifluoromethyl)benzenesulfonamide), C(=O)([O-])[O-].[K+].[K+] (K2CO3), FC1=CC=C(C=C1)C(OCCI)C1=CC=C(C=C1)F (1-[Bis(4-fluorophenyl)methoxy]-2-iodoethane). The solvent is CCOC(=O)C (EtOAc), C(C)C(=O)C (methyl ethyl ketone). Conditions: temperature 80 celsius. Product: C1(CC1)N(S(=O)(=O)C1=CC(=CC=C1)C(F)(F)F)C1CCN(CC1)CCOC(C1=CC=C(C=C1)F)C1=CC=C(C=C1)F (N-Cyclopropyl-N-{1-[2-bis(4-fluorophenyl)methoxyethyl]piperidin-4-yl}-3-trifluoromethylbenzenesulfonamide). RXN SMILES: [F:1][C:2]1[CH:7]=[CH:6][C:5]([CH:8]([C:13]2[CH:18]=[CH:17][C:16]([F:19])=[CH:15][CH:14]=2)[O:9][CH2:10][CH2:11]I)=[CH:4][CH:3]=1.[CH:20]1([N:23]([CH:37]2[CH2:42][CH2:41][NH:40][CH2:39][CH2:38]2)[S:24]([C:27]2[CH:32]=[CH:31][CH:30]=[C:29]([C:33]([F:36])([F:35])[F:34])[CH:28]=2)(=[O:26])=[O:25])[CH2:22][CH2:21]1.C([O-])([O-])=O.[K+].[K+].O>C(C(C)=O)C.CCOC(C)=O>[CH:20]1([N:23]([CH:37]2[CH2:42][CH2:41][N:40]([CH2:11][CH2:10][O:9][CH:8]([C:13]3[CH:18]=[CH:17][C:16]([F:19])=[CH:15][CH:14]=3)[C:5]3[CH:6]=[CH:7][C:2]([F:1])=[CH:3][CH:4]=3)[CH2:39][CH2:38]2)[S:24]([C:27]2[CH:32]=[CH:31][CH:30]=[C:29]([C:33]([F:36])([F:34])[F:35])[CH:28]=2)(=[O:25])=[O:26])[CH2:22][CH2:21]1 |f:2.3.4|. Procedure details: 1-[Bis(4-fluorophenyl)-methoxy]-2-iodoethane (36) (294 mg, 0.79 mmol) was dissolved in 5 mL of methyl ethyl ketone and the mixture was added to N-cyclopropyl-N-(4-piperidinyl)-3-(trifluoromethyl)benzenesulfonamide (200 mg, 0.57 mmol) and K2CO3 (157 mg, 1.1 mmol). The mixture was then heated at 80° C. overnight. Water was added to the mixture, and EtOAc was used to extract the product. The organic layer was dried over Na2SO4 and evaporated. The crude product was purified by silica gel column elut... The reactants are BrC=1C(=C(C=O)C(=CC1)SC)OC (3-bromo-2-methoxy-6-methylsulfanylbenzaldehyde), CC(C)([O-])C.[K+] (potassium tert-butoxide). The reagents and catalysts are [Br-].C[P+](C1=CC=CC=C1)(C1=CC=CC=C1)C1=CC=CC=C1 (methyltriphenylphosphoniumbromide). Run in C1CCOC1 (THF), C1CCOC1 (THF). Conditions: time 7 hour. Product: BrC1=C(C(=C(C=C1)SC)C=C)OC (1-bromo-2-methoxy-4-methylsulfanyl-3-vinylbenzene). RXN SMILES: [CH3:1]C(C)([O-])C.[K+].[Br:7][C:8]1[C:9]([O:18][CH3:19])=[C:10]([C:13]([S:16][CH3:17])=[CH:14][CH:15]=1)[CH:11]=O>[Br-].C[P+](C1C=CC=CC=1)(C1C=CC=CC=1)C1C=CC=CC=1.C1COCC1>[Br:7][C:8]1[CH:15]=[CH:14][C:13]([S:16][CH3:17])=[C:10]([CH:11]=[CH2:1])[C:9]=1[O:18][CH3:19] |f:0.1,3.4|. Procedure: At 0° C., potassium tert-butoxide (6.2 g, 55.4 mmol) was added to a solution of methyltriphenylphosphoniumbromide (19.7 g, 55.4 mmol) in THF (180 ml). At from −10 to −5° C., 3-bromo-2-methoxy-6-methylsulfanylbenzaldehyde (12 g, 46 mmol) dissolved in THF (180 ml) was then added, and the mixture was stirred overnight at RT for 7 h. The mixture was filtered, and the solution was admixed with H2O (200 ml) and MTBE (200 ml) and then extracted with MTBE (200 ml). The combined organic phases were dried... Reactants: CC(C)C(NC(=O)OCc1ccccc1)C(=O)OCCO, O=C(Cl)OCCl, ClCCl, c1ccncc1. Product: CC(C)C(NC(=O)OCc1ccccc1)C(=O)OCCOC(=O)OCCl. Reaction SMILES: [C:1](=[O:2])([O:3][CH2:4][c:5]1[cH:6][cH:7][cH:8][cH:9][cH:10]1)[NH:11][CH:12]([CH:13]([CH3:14])[CH3:15])[C:16](=[O:17])[O:18][CH2:19][CH2:20][OH:21].[Cl:28][C:29](=[O:30])[O:31][CH2:32][Cl:33].[Cl:34][CH2:35][Cl:36].[cH:22]1[cH:23][cH:24][n:25][cH:26][cH:27]1>>[C:1](=[O:2])([O:3][CH2:4][c:5]1[cH:6][cH:7][cH:8][cH:9][cH:10]1)[NH:11][CH:12]([CH:13]([CH3:14])[CH3:15])[C:16](=[O:17])[O:18][CH2:19][CH2:20][O:21][C:29](=[O:30])[O:31][CH2:32][Cl:33]. Starting materials: C(C1=CC=CC=C1)OCC(CON1C2=NC=NC(=C2N=C1)Cl)OCP(=O)(OCC)OCC (9-[3-benzyloxy-2-(diethoxyphosphorylmethoxy)propoxy]-6-chloropurine), N (ammonia). Product: C(C1=CC=CC=C1)OCC(CON1C2=NC=NC(=C2N=C1)N)OCP(=O)(OCC)OCC (9-[3-Benzyloxy-2-(diethoxyphosphorylmethoxy)propoxy]adenine). Yield: 64.0%. RXN SMILES: [CH2:1]([O:8][CH2:9][CH:10]([O:23][CH2:24][P:25]([O:30][CH2:31][CH3:32])([O:27][CH2:28][CH3:29])=[O:26])[CH2:11][O:12][N:13]1[CH:21]=[N:20][C:19]2[C:14]1=[N:15][CH:16]=[N:17][C:18]=2Cl)[C:2]1[CH:7]=[CH:6][CH:5]=[CH:4][CH:3]=1.[NH3:33]>>[CH2:1]([O:8][CH2:9][CH:10]([O:23][CH2:24][P:25]([O:30][CH2:31][CH3:32])([O:27][CH2:28][CH3:29])=[O:26])[CH2:11][O:12][N:13]1[CH:21]=[N:20][C:19]2[C:14]1=[N:15][CH:16]=[N:17][C:18]=2[NH2:33])[C:2]1[CH:7]=[CH:6][CH:5]=[CH:4][CH:3]=1. Procedure details: A solution of 9-[3-benzyloxy-2-(diethoxyphosphorylmethoxy)propoxy]-6-chloropurine (570 mg, 1.18 mmol) in ethanolic ammonia (10 ml) was heated in a sealed vessel at 110° C. for 2 hours. After cooling to ambient temperature, the solvent was evaporated and the residue obtained chromatographed on silica (dichloromethane/methanol 95:5 as eluant) to give the title compound (350 mg, 64%). IR: νmax (film) 3320, 3200, 2980, 2900, 640, 1595, 1470, 1450, 1410, 1390, 1370, 1330, 1290, 1240, 1160, 1090, 1050... Starting materials: O=C(CCCC)N[C@@H](CS(=O)(=O)C1=CC=C(C=C1)SC1=CC=CC=C1)C(=O)O (N-(1-Oxopentyl)-3-[[4-(phenylthio)phenyl]sulfonyl]alanine), O1C(CCCC1)ON (O-tetrahydro-2H-pyran-2-yl-hydroxylamine), C(CCl)Cl (EDC), C=1C=CC2=C(C1)N=NN2O (HOBT). Solvent: C1CCOC1 (THF). Run at temperature 0 celsius, time 5 hour. Yields the product O=C(C(CS(=O)(=O)C1=CC=C(C=C1)SC1=CC=CC=C1)NC(CCCC)=O)NOC1OCCCC1 (N-[2-oxo-1-[[[4-(Phenylthio)phenyl]sulfonyl]methyl]-2-[[(3,4,5,6- tetrahydro-2H-pyran-2-yl)oxy]amino]ethyl]pentanamide). Yield: 58.6%. RXN SMILES: [O:1]=[C:2]([NH:7][C@H:8]([C:26]([OH:28])=O)[CH2:9][S:10]([C:13]1[CH:18]=[CH:17][C:16]([S:19][C:20]2[CH:25]=[CH:24][CH:23]=[CH:22][CH:21]=2)=[CH:15][CH:14]=1)(=[O:12])=[O:11])[CH2:3][CH2:4][CH2:5][CH3:6].[O:29]1[CH2:34][CH2:33][CH2:32][CH2:31][CH:30]1[O:35][NH2:36].C(Cl)CCl.C1C=CC2N(O)N=NC=2C=1>C1COCC1>[O:28]=[C:26]([NH:36][O:35][CH:30]1[CH2:31][CH2:32][CH2:33][CH2:34][O:29]1)[CH:8]([NH:7][C:2](=[O:1])[CH2:3][CH2:4][CH2:5][CH3:6])[CH2:9][S:10]([C:13]1[CH:18]=[CH:17][C:16]([S:19][C:20]2[CH:25]=[CH:24][CH:23]=[CH:22][CH:21]=2)=[CH:15][CH:14]=1)(=[O:12])=[O:11]. Procedure details: To a solution of the title compound of Example 11e (690 mg, 1.64 mmol) and O-tetrahydro-2H-pyran-2-yl-hydroxylamine (192 mg, 1.64 mmol) in anhydrous THF (40 mL), cooled to zero degrees C., was added EDC (330 mg, 1.72 mmol) and HOBT (264 mg, 1.72 mmol). After stirring at zero degrees C. for 5 hours and at room temperature for 18 hours, the solution was concentrated. The residue was dissolved into EtOAc (50 mL) and washed with 1M KHSO4 (2×50 mL), saturated NaHCO3 (2×50 mL), and brine (1×50 mL) and... The product is C(=O)(OC)C1=CC=C(C=C1)[C@@H]1N2C(CCC[C@@H]2CCC1)=O ((6R*,9aS*)-6-(4-carbomethoxyphenyl)octahydroquinolizin-4-one). Reported procedure: Platinum oxide (10 mg) was added to a solution of (6R*,9aS*)-6-(4-carbomethoxyphenyl)-3,6,7,8,9,9a-hexahydroquinolizin-4-one (145 mg) in methanol (5 mL), and the reaction solution was stirred in a hydrogen stream at room temperature for three hours. The reaction solution was filtered through celite, and the filtrate was concentrated under reduced pressure to obtain 125 mg of the title compound. The property values of the compound are as follows. The reactants are C(=O)(OC)C1=CC=C(C=C1)[C@@H]1N2C(CC=C[C@@H]2CCC1)=O ((6R*,9aS*)-6-(4-carbomethoxyphenyl)-3,6,7,8,9,9a-hexahydroquinolizin-4-one), [H][H] (hydrogen). As a reaction SMILES: [C:1]([C:5]1[CH:10]=[CH:9][C:8]([C@H:11]2[CH2:20][CH2:19][CH2:18][C@@H:17]3[N:12]2[C:13](=[O:21])[CH2:14][CH:15]=[CH:16]3)=[CH:7][CH:6]=1)([O:3][CH3:4])=[O:2].[H][H]>CO.[Pt]=O>[C:1]([C:5]1[CH:10]=[CH:9][C:8]([C@H:11]2[CH2:20][CH2:19][CH2:18][C@@H:17]3[N:12]2[C:13](=[O:21])[CH2:14][CH2:15][CH2:16]3)=[CH:7][CH:6]=1)([O:3][CH3:4])=[O:2]. The solvent is CO (methanol). Reagents/catalysts: [Pt]=O (Platinum oxide). The yield is 85.6%. Reactants: COC(=O)CCc1nc(CCCCCO)ccc1OCCCCC=Cc1ccc(OC)cc1, CO, [Na+], [OH-]. Yields the product COc1ccc(C=CCCCCOc2ccc(CCCCCO)nc2CCC(=O)O)cc1. Reaction SMILES: [CH3:1][O:2][C:3]([CH2:4][CH2:5][c:6]1[n:7][c:8]([CH2:27][CH2:28][CH2:29][CH2:30][CH2:31][OH:32])[cH:9][cH:10][c:11]1[O:12][CH2:13][CH2:14][CH2:15][CH2:16][CH:17]=[CH:18][c:19]1[cH:20][cH:21][c:22]([O:25][CH3:26])[cH:23][cH:24]1)=[O:33].[CH3:36][OH:37].[Na+:35].[OH-:34]>>[O:2]=[C:3]([CH2:4][CH2:5][c:6]1[n:7][c:8]([CH2:27][CH2:28][CH2:29][CH2:30][CH2:31][OH:32])[cH:9][cH:10][c:11]1[O:12][CH2:13][CH2:14][CH2:15][CH2:16][CH:17]=[CH:18][c:19]1[cH:20][cH:21][c:22]([O:25][CH3:26])[cH:23][cH:24]1)[OH:33].